From a dataset of the Open Reaction Database (ORD), a public repository of structured organic reaction records. describe an organic reaction: reactants, conditions, products, and yield Reactants: C1CCOC1, Cc1ccccc1, CCOC(C)=O, C[Si](C)(C)[N-][Si](C)(C)C, Cl, [K+], Cc1cccc(N)n1, O=C(OCc1ccccc1)c1cc(Oc2cncnc2)ccn1. Yields the product Cc1cccc(NC(=O)c2cc(Oc3cncnc3)ccn2)n1. RXN SMILES: [CH2:50]1[O:51][CH2:52][CH2:53][CH2:54]1.[CH3:19][c:20]1[cH:21][cH:22][cH:23][cH:24][cH:25]1.[CH3:55][CH2:56][O:57][C:58]([CH3:59])=[O:60].[CH3:9][Si:10]([N-:11][Si:12]([CH3:13])([CH3:14])[CH3:15])([CH3:16])[CH3:17].[ClH:49].[K+:18].[NH2:1][c:2]1[n:3][c:4]([CH3:8])[cH:5][cH:6][cH:7]1.[n:26]1[cH:27][n:28][cH:29][c:30]([O:32][c:33]2[cH:34][c:35]([C:39](=[O:40])[O:41][CH2:42][c:43]3[cH:44][cH:45][cH:46][cH:47][cH:48]3)[n:36][cH:37][cH:38]2)[cH:31]1>>[NH:1]([c:2]1[n:3][c:4]([CH3:8])[cH:5][cH:6][cH:7]1)[C:39]([c:35]1[cH:34][c:33]([O:32][c:30]2[cH:29][n:28][cH:27][n:26][cH:31]2)[cH:38][cH:37][n:36]1)=[O:40]. Starting materials: CN1CCN(CC1)CC=1C=CC(=C(C1)NC=1SC(=C(N1)C1=C(C=CC=C1)C(F)(F)F)C(=O)N)[N+](=O)[O-] (2-[5-(4-methyl-piperazin-1-ylmethyl)-2-nitro-phenylamino]-4-(2-trifluoromethyl-phenyl)-thiazole-5-carboxylic acid amide), C(=O)O (formic acid). The reagents and catalysts are [Pd] (palladium on carbon). Conditions: time 18 hour. Product: CN1CCN(CC1)CC=1C=CC2=C(N(C=N2)C=2SC(=C(N2)C2=C(C=CC=C2)C(F)(F)F)C(=O)N)C1 (2-[6-(4-methyl-piperazin-1-ylmethyl)-benzoimidazol-1-yl]-4-(2-trifluoromethyl-phenyl)-thiazole-5-carboxylic acid amide). As a reaction SMILES: [CH3:1][N:2]1[CH2:7][CH2:6][N:5]([CH2:8][C:9]2[CH:10]=[CH:11][C:12]([N+:34]([O-])=O)=[C:13]([NH:15][C:16]3[S:17][C:18]([C:31]([NH2:33])=[O:32])=[C:19]([C:21]4[CH:26]=[CH:25][CH:24]=[CH:23][C:22]=4[C:27]([F:30])([F:29])[F:28])[N:20]=3)[CH:14]=2)[CH2:4][CH2:3]1.[CH:37](O)=O>[Pd]>[CH3:1][N:2]1[CH2:7][CH2:6][N:5]([CH2:8][C:9]2[CH:10]=[CH:11][C:12]3[N:34]=[CH:37][N:15]([C:16]4[S:17][C:18]([C:31]([NH2:33])=[O:32])=[C:19]([C:21]5[CH:26]=[CH:25][CH:24]=[CH:23][C:22]=5[C:27]([F:30])([F:29])[F:28])[N:20]=4)[C:13]=3[CH:14]=2)[CH2:4][CH2:3]1. Procedure details: A mixture of 0.060 g (0.12 mmole) of 2-[5-(4-methyl-piperazin-1-ylmethyl)-2-nitro-phenylamino]-4-(2-trifluoromethyl-phenyl)-thiazole-5-carboxylic acid amide (VI.17c) in 7 mL of formic acid and 0.007 g of 10% palladium on carbon catalyst was stirred under an atmosphere of hydrogen for 18 hours. The mixture was filtered through a pad of Diatomaceous earth, washing the filter pad with dichloromethane. The filtrate was concentrated under reduced pressure. The residue was diluted with dichloromethane... Reactants: C(#N)C1=NC=CC=C1 (2-cyanopyridine), [Mg] (magnesium), BrC1=CC=C(C=C1)C (4-bromotoluene), CCOCC (ether), CCOCC (ether), II (iodine), Cl (HCl). Run in O1CCCC1 (tetrahydrofuran). Conditions: time 8 hour. The product is CC1=CC=C(C(=O)C2=NC=CC=C2)C=C1 (2-(4-Methylbenzoyl)pyridine). The yield is 62.0%. As a reaction SMILES: [Mg].II.Br[C:5]1[CH:10]=[CH:9][C:8]([CH3:11])=[CH:7][CH:6]=1.[C:12]([C:14]1[CH:19]=[CH:18][CH:17]=[CH:16][N:15]=1)#N.Cl.CC[O:23]CC>O1CCCC1>[CH3:11][C:8]1[CH:9]=[CH:10][C:5]([C:12]([C:14]2[CH:19]=[CH:18][CH:17]=[CH:16][N:15]=2)=[O:23])=[CH:6][CH:7]=1. Procedure: In a 250 mL flask were placed 1.425 g (58.5 mmol) of magnesium turnings, 35 mL of anhydrous ether and a iodine crystal. Next, 10 g (58.8 mmol) of 4-bromotoluene dissolved in 70 mL of ether was added dropwise. After the addition was complete, the resulting mixture was heated at reflux for 30 min. Then a solution of 6 g (58.5 mmol) of 2-cyanopyridine in 35 mL of anhydrous tetrahydrofuran was added dropwise and the reaction mixture was stirred at room temperature overnight. The resulting mixture wa...